From a dataset of the Open Reaction Database (ORD), a public repository of structured organic reaction records. describe an organic reaction: reactants, conditions, products, and yield Starting materials: ClC1=C2C3=C(C(NC2=NC=C1)=O)C=CC=C3 (1-Chloro-5H-benzo[c][1,8]naphthyridin-6-one), CN(C)C=O (DMF), OC1=CC=C(C=C1)NC(C)=O (N-(4-hydroxyphenyl)acetamide), C([O-])([O-])=O.[K+].[K+] (potassium carbonate). Solvent: CO (MeOH). Conditions: temperature 100 celsius, time 8 hour. Yields the product O=C1NC2=NC=CC(=C2C2=C1C=CC=C2)OC2=CC=C(C(=O)N)C=C2 (4-(6-Oxo-5,6-dihydro-benzo[c][1,8]naphthyridin-1-yloxy)-benzamide). Isolated yield 7.0%. As a reaction SMILES: Cl[C:2]1[CH:11]=[CH:10][N:9]=[C:8]2[C:3]=1[C:4]1[CH:16]=[CH:15][CH:14]=[CH:13][C:5]=1[C:6](=[O:12])[NH:7]2.[OH:17][C:18]1[CH:23]=[CH:22][C:21](NC(=O)C)=[CH:20][CH:19]=1.C(=O)([O-])[O-].[K+].[K+].C[N:35]([CH:37]=[O:38])C>CO>[O:12]=[C:6]1[C:5]2[CH:13]=[CH:14][CH:15]=[CH:16][C:4]=2[C:3]2[C:8](=[N:9][CH:10]=[CH:11][C:2]=2[O:17][C:18]2[CH:19]=[CH:20][C:21]([C:37]([NH2:35])=[O:38])=[CH:22][CH:23]=2)[NH:7]1 |f:2.3.4|. Procedure details: 1-Chloro-5H-benzo[c][1,8]naphthyridin-6-one (30 mg, 0.13 mmol), N-(4-hydroxyphenyl)acetamide (59 mg, 0.39 mmol), and potassium carbonate (90 mg, 0.65 mmol) were suspended in DMF (2 mL), and stirred overnight at 100° C. The reaction mixture was diluted with MeOH, and filtered through a membrane. The crude product was purified via prep-LC-MS to provide 135 (3 mg, 7% yield) as a solid. LC-MS (M+H=346, obsd.=346). 1H NMR (400 MHz, d6-DMSO): δ 12.14 (s, 1H), 10.15 (s, 1H), 9.08 (d, 1H), 8.42 (d, 1H),... The reactants are C[Si](C)(C)Br, ClCCl, COC(=O)Nc1ccccc1-c1ccc(CO)cc1. Product: COC(=O)Nc1ccccc1-c1ccc(CBr)cc1. As a reaction SMILES: [Br:20][Si:21]([CH3:22])([CH3:23])[CH3:24].[CH2:25]([Cl:26])[Cl:27].[OH:1][CH2:2][c:3]1[cH:4][cH:5][c:6](-[c:9]2[c:10]([NH:15][C:16](=[O:17])[O:18][CH3:19])[cH:11][cH:12][cH:13][cH:14]2)[cH:7][cH:8]1>>[CH2:2]([c:3]1[cH:4][cH:5][c:6](-[c:9]2[c:10]([NH:15][C:16](=[O:17])[O:18][CH3:19])[cH:11][cH:12][cH:13][cH:14]2)[cH:7][cH:8]1)[Br:20]. Starting materials: CCSC1=NC(=O)C(=Cc2ccc3c(cnn3Cc3ccc(C(F)(F)F)cc3C(F)(F)F)c2)S1, OCC1CNCCO1. Yields the product O=C1N=C(N2CCOC(CO)C2)SC1=Cc1ccc2c(cnn2Cc2ccc(C(F)(F)F)cc2C(F)(F)F)c1. As a reaction SMILES: [F:1][C:2]([c:3]1[c:4]([CH2:5][n:6]2[n:7][cH:8][c:9]3[cH:10][c:11]([CH:15]=[C:16]4[C:17](=[O:24])[N:18]=[C:19]([S:21][CH2:22][CH3:23])[S:20]4)[cH:12][cH:13][c:14]23)[cH:25][cH:26][c:27]([C:29]([F:30])([F:31])[F:32])[cH:28]1)([F:33])[F:34].[O:35]1[CH:36]([CH2:41][OH:42])[CH2:37][NH:38][CH2:39][CH2:40]1>>[F:1][C:2]([c:3]1[c:4]([CH2:5][n:6]2[n:7][cH:8][c:9]3[cH:10][c:11]([CH:15]=[C:16]4[C:17](=[O:24])[N:18]=[C:19]([N:38]5[CH2:37][CH:36]([CH2:41][OH:42])[O:35][CH2:40][CH2:39]5)[S:20]4)[cH:12][cH:13][c:14]23)[cH:25][cH:26][c:27]([C:29]([F:30])([F:31])[F:32])[cH:28]1)([F:33])[F:34]. Starting materials: CCO, N#Cc1cnc2ccc([N+](=O)[O-])cc2c1Cl, Nc1ccc2[nH]ccc2c1. Product: N#Cc1cnc2ccc([N+](=O)[O-])cc2c1Nc1ccc2[nH]ccc2c1. Reaction SMILES: [CH3:27][CH2:28][OH:29].[Cl:1][c:2]1[c:3]([C:15]#[N:16])[cH:4][n:5][c:6]2[cH:7][cH:8][c:9]([N+:12](=[O:13])[O-:14])[cH:10][c:11]12.[NH2:17][c:18]1[cH:19][c:20]2[cH:21][cH:22][nH:23][c:24]2[cH:25][cH:26]1>>[c:2]1([NH:17][c:18]2[cH:19][c:20]3[cH:21][cH:22][nH:23][c:24]3[cH:25][cH:26]2)[c:3]([C:15]#[N:16])[cH:4][n:5][c:6]2[cH:7][cH:8][c:9]([N+:12](=[O:13])[O-:14])[cH:10][c:11]12.